The task is: describe an organic reaction: reactants, conditions, products, and yield. This data is from the Open Reaction Database (ORD), a public repository of structured organic reaction records. Reactants: COC(C)(C)C, C1CCOC1, C[Mg]Cl, O=Cc1ccc(COC2CCCCO2)o1, O, O=C(O)CC(O)(CC(=O)O)C(=O)O. Yields the product CC(O)c1ccc(COC2CCCCO2)o1. As a reaction SMILES: [C:38]([O:39][CH3:40])([CH3:41])([CH3:42])[CH3:43].[CH2:33]1[O:34][CH2:35][CH2:36][CH2:37]1.[CH3:16][Mg:17][Cl:18].[O:1]1[CH:2]([O:7][CH2:8][c:9]2[cH:10][cH:11][c:12]([CH:14]=[O:15])[o:13]2)[CH2:3][CH2:4][CH2:5][CH2:6]1.[OH2:19].[OH:20][C:21]([CH2:22][C:23]([C:24](=[O:25])[OH:26])([CH2:27][C:28](=[O:29])[OH:30])[OH:31])=[O:32]>>[O:1]1[CH:2]([O:7][CH2:8][c:9]2[cH:10][cH:11][c:12]([CH:14]([OH:15])[CH3:16])[o:13]2)[CH2:3][CH2:4][CH2:5][CH2:6]1. The reactants are C(C)(=O)C=1C(=C(N(C1C)C1=C(C=C(C=C1)OCC)C)C)C(C)=O (1-[4-acetyl-1-(4-ethoxy-2-methyl-phenyl)-2,5-dimethyl-1H-pyrrol-3-yl]-ethanone), NN (hydrazine). The product is C(C)OC1=CC(=C(C=C1)N1C(=C2C(=NN=C(C2=C1C)C)C)C)C (6-(4-ethoxy-2-methyl-phenyl)-1,4,5,7-tetramethyl-6H-pyrrolo[3,4-d]pyridazine). RXN SMILES: [C:1]([C:4]1[C:5]([C:21](=O)[CH3:22])=[C:6]([CH3:20])[N:7]([C:10]2[CH:15]=[CH:14][C:13]([O:16][CH2:17][CH3:18])=[CH:12][C:11]=2[CH3:19])[C:8]=1[CH3:9])(=O)[CH3:2].[NH2:24][NH2:25]>>[CH2:17]([O:16][C:13]1[CH:14]=[CH:15][C:10]([N:7]2[C:8]([CH3:9])=[C:4]3[C:5]([C:21]([CH3:22])=[N:24][N:25]=[C:1]3[CH3:2])=[C:6]2[CH3:20])=[C:11]([CH3:19])[CH:12]=1)[CH3:18]. Procedure: Utilizing the general procedure outlined in Example 48, 1-[4-acetyl-1-(4-ethoxy-2-methyl-phenyl)-2,5-dimethyl-1H-pyrrol-3-yl]-ethanone and hydrazine reacted to give 6-(4-ethoxy-2-methyl-phenyl)-1,4,5,7-tetramethyl-6H-pyrrolo[3,4-d]pyridazine as light yellow solid: 1H NMR (CDCl9, 500 MHz) δ 7.06 (d, 1H), 6.94 (s, 1H), 6.90 (m, 1H), 4.12 (q, 2H), 2.81 (s, 6H), 2.38 (s, 6H), 1.80 (s, 3H), 1.50 (t, 3H); MS (ESI) 310 (M+H)+. The reactants are ferric chloride, O (water), C(C1=CC=CC=C1)(=O)Cl (benzoyl chloride), O1C(=CC=C1)C(=O)OC (methyl furan-2-carboxylate). Run in C(Cl)(Cl)(Cl)Cl (CCl4). Product: C1(=CC=CC=C1)C(=O)C=1OC(=CC1)C(=O)OC (5-Methoxycarbonyl-2-furyl phenyl ketone). RXN SMILES: [C:1](Cl)(=[O:8])[C:2]1[CH:7]=[CH:6][CH:5]=[CH:4][CH:3]=1.[O:10]1[CH:14]=[CH:13][CH:12]=[C:11]1[C:15]([O:17][CH3:18])=[O:16].O>C(Cl)(Cl)(Cl)Cl>[C:2]1([C:1]([C:14]2[O:10][C:11]([C:15]([O:17][CH3:18])=[O:16])=[CH:12][CH:13]=2)=[O:8])[CH:7]=[CH:6][CH:5]=[CH:4][CH:3]=1. Procedure: Anhydrous ferric chloride 10.42 g, 0.0026 mole) and benzoyl chloride II-1(29.65 g, were dissolved in CCl4 (40 ml and added dropwise with methyl furan-2-carboxylate I-1 (24 g. 0.19 mole). The reaction mixture was then heated under refluxing for 16 hrs, and after cooling was added with water(120 ml). The mixture was extracted with CCl4 , then the CCl4 layer was washed with water, 5% sodium bicarbonate solution, and then with water, till neutral, then dried over anhydrous Magnesium sulfate and filt... Starting materials: CC(C)(C)OC(=O)NCc1ccc(NC(=O)OCc2ccccc2)cc1, CCOC(C)=O, Cl. The product is NCc1ccc(NC(=O)OCc2ccccc2)cc1, Cl. As a reaction SMILES: [CH2:1]([c:2]1[cH:3][cH:4][cH:5][cH:6][cH:7]1)[O:8][C:9]([NH:10][c:11]1[cH:12][cH:13][c:14]([CH2:17][NH:18][C:19]([O:20][C:21]([CH3:22])([CH3:23])[CH3:24])=[O:25])[cH:15][cH:16]1)=[O:26].[CH3:28][CH2:29][O:30][C:31]([CH3:32])=[O:33].[ClH:27]>>[CH2:1]([c:2]1[cH:3][cH:4][cH:5][cH:6][cH:7]1)[O:8][C:9]([NH:10][c:11]1[cH:12][cH:13][c:14]([CH2:17][NH2:18])[cH:15][cH:16]1)=[O:26].[ClH:27].